From a dataset of the Open Reaction Database (ORD), a public repository of structured organic reaction records. describe an organic reaction: reactants, conditions, products, and yield Reaction SMILES: [C:1]1([C:7]([C:9]([C:11]2[CH:16]=[CH:15][CH:14]=[CH:13][CH:12]=2)=O)=O)[CH:6]=[CH:5][CH:4]=[CH:3][CH:2]=1.[CH3:17][O:18][C:19]1[CH:24]=[CH:23][C:22]([CH2:25][C:26](=[O:36])[CH2:27][C:28]2[CH:33]=[CH:32][C:31]([O:34][CH3:35])=[CH:30][CH:29]=2)=[CH:21][CH:20]=1.[OH-].[K+]>>[CH3:35][O:34][C:31]1[CH:30]=[CH:29][C:28]([C:27]2[C:26](=[O:36])[C:25]([C:22]3[CH:21]=[CH:20][C:19]([O:18][CH3:17])=[CH:24][CH:23]=3)=[C:7]([C:1]3[CH:6]=[CH:5][CH:4]=[CH:3][CH:2]=3)[C:9]=2[C:11]2[CH:16]=[CH:15][CH:14]=[CH:13][CH:12]=2)=[CH:33][CH:32]=1 |f:2.3|. Procedure details: Equivalent weights of benzil and the 1,3-bis(4-methoxyphenyl)propanone prepared in the first step are dissolved in, for example, alcohol and heated to incipient boiling. A condensation reaction is initiated by the addition of a small amount of an aqueous potassium hydroxide solution. The solution is heated at reflux to form a purple-black slurry which on purification results in an excellent yield (91%) of purple-colored crystalline 2,5-bis (4-methoxyphenyl)-3,4-diphenylcyclopentadienone, or α,α′... The reactants are alcohol, C1(=CC=CC=C1)C(=O)C(=O)C1=CC=CC=C1 (benzil), COC1=CC=C(C=C1)CC(CC1=CC=C(C=C1)OC)=O (1,3-bis(4-methoxyphenyl)propanone), [OH-].[K+] (potassium hydroxide). The product is COC1=CC=C(C=C1)C=1C(C(=C(C1C1=CC=CC=C1)C1=CC=CC=C1)C1=CC=C(C=C1)OC)=O (2,5-bis (4-methoxyphenyl)-3,4-diphenylcyclopentadienone), α,α′-bis(4-methoxy)-tetracyclone. Yield: 91.0%. The reactants are C1CCOC1, COC(=O)c1cc(Cl)ccc1NC(=O)CCCCC(=O)Nc1ccc(Cl)cc1, [Na+], [OH-]. Yields the product O=C(CCCCC(=O)Nc1ccc(Cl)cc1C(=O)O)Nc1ccc(Cl)cc1. As a reaction SMILES: [CH2:31]1[O:32][CH2:33][CH2:34][CH2:35]1.[Cl:1][c:2]1[cH:3][cH:4][c:5]([NH:12][C:13]([CH2:14][CH2:15][CH2:16][CH2:17][C:18](=[O:19])[NH:20][c:21]2[cH:22][cH:23][c:24]([Cl:27])[cH:25][cH:26]2)=[O:28])[c:6]([C:7](=[O:8])[O:9][CH3:10])[cH:11]1.[Na+:30].[OH-:29]>>[Cl:1][c:2]1[cH:3][cH:4][c:5]([NH:12][C:13]([CH2:14][CH2:15][CH2:16][CH2:17][C:18](=[O:19])[NH:20][c:21]2[cH:22][cH:23][c:24]([Cl:27])[cH:25][cH:26]2)=[O:28])[c:6]([C:7](=[O:8])[OH:9])[cH:11]1. The reactants are CS(C)=O, COc1cccc(O)c1, O=[N+]([O-])c1ccccc1Cl, [K+], [OH-], O. The product is COc1cccc(Oc2ccccc2[N+](=O)[O-])c1. As a reaction SMILES: [CH3:1][S:2](=[O:3])[CH3:4].[CH3:5][O:6][c:7]1[cH:8][cH:9][cH:10][c:11]([OH:12])[cH:13]1.[Cl:16][c:17]1[c:18]([N+:23](=[O:24])[O-:25])[cH:19][cH:20][cH:21][cH:22]1.[K+:15].[OH-:14].[OH2:26]>>[CH3:5][O:6][c:7]1[cH:8][cH:9][cH:10][c:11]([O:12][c:17]2[c:18]([N+:23](=[O:24])[O-:25])[cH:19][cH:20][cH:21][cH:22]2)[cH:13]1. Starting materials: OC(=O)C=1C2=C(N(C1CC(=O)O)C)C(C1=C(CO2)C=CC=C1)=O (5,10-Dihydro-3-hydroxycarbonyl-1-methyl-10-oxo-1H-[2]benzoxepino[4,3-b]pyrrole-2-acetic acid), Cl (HCl), C(C)O (ethanol). The product is OC(=O)C=1C2=C(N(C1CC(=O)OCC)C)C(C1=C(CO2)C=CC=C1)=O (ethyl 5,10-dihydro-3-hydroxycarbonyl-1-methyl-10-oxo-1H-[2]benzoxepino[4,3-b]pyrrole-2-acetate). Yield: 89.0%. As a reaction SMILES: [OH:1][C:2]([C:4]1[C:5]2[O:18][CH2:17][C:16]3[CH:19]=[CH:20][CH:21]=[CH:22][C:15]=3[C:14](=[O:23])[C:6]=2[N:7]([CH3:13])[C:8]=1[CH2:9][C:10]([OH:12])=[O:11])=[O:3].Cl.[CH2:25](O)[CH3:26]>>[OH:3][C:2]([C:4]1[C:5]2[O:18][CH2:17][C:16]3[CH:19]=[CH:20][CH:21]=[CH:22][C:15]=3[C:14](=[O:23])[C:6]=2[N:7]([CH3:13])[C:8]=1[CH2:9][C:10]([O:12][CH2:25][CH3:26])=[O:11])=[O:1]. Reported procedure: 5,10-Dihydro-3-hydroxycarbonyl-1-methyl-10-oxo-1H-[2]benzoxepino[4,3-b]pyrrole-2-acetic acid (360 mg, 1.14 mmol) is suspended in absolute ethanol (5 ml) and heated to reflux under nitrogen. Then concentrated HCl (75 μl) is added, and the mixture is heated at reflux for 30 minutes. The homogeneous solution is allowed to cool, and the product crystallizes. The solid is filtered and washed with ice-cold ethanol and dried to give 350 mg (89%) of ethyl 5,10-dihydro-3-hydroxycarbonyl-1-methyl-10-oxo-1... Reactants: solution, O1CCCC1.C(C)(C)[N-]C(C)C.[Li+] (lithium diisopropylamide mono(tetrahydrofuran)), C1(=CC=CC=C1)C=1N=COC1C1=CC=CC=C1 (4,5-diphenyloxazole), [Cl-].[NH4+] (ammonium chloride), COC=1C=C(C=CC1)CC1C(CCCC1)=O (2-[(3-methoxyphenyl)methyl]cyclohexanone). Solvent: C1CCCCC1 (cyclohexane), O1CCCC1 (tetrahydrofuran), C(C)OCC (diethyl ether), C(Cl)(Cl)(Cl)Cl (carbon tetrachloride), O1CCCC1 (tetrahydrofuran). Conditions: time 8 hour. Yields the product OC1(C(CCCC1)CC1=CC(=CC=C1)OC)C=1OC(=C(N1)C1=CC=CC=C1)C1=CC=CC=C1 (2-[(1RS,2RS)-1-hydroxy-2-[(3-methoxyphenyl)methyl]-cyclohexyl]-4,5-diphenyloxazole). The yield is 37.6%. RXN SMILES: O1CCCC1.C([N-]C(C)C)(C)C.[Li+].[C:14]1([C:20]2[N:21]=[CH:22][O:23][C:24]=2[C:25]2[CH:30]=[CH:29][CH:28]=[CH:27][CH:26]=2)[CH:19]=[CH:18][CH:17]=[CH:16][CH:15]=1.[CH3:31][O:32][C:33]1[CH:34]=[C:35]([CH2:39][CH:40]2[CH2:45][CH2:44][CH2:43][CH2:42][C:41]2=[O:46])[CH:36]=[CH:37][CH:38]=1.[Cl-].[NH4+]>C1CCCCC1.O1CCCC1.C(OCC)C.C(Cl)(Cl)(Cl)Cl>[OH:46][C:41]1([C:22]2[O:23][C:24]([C:25]3[CH:26]=[CH:27][CH:28]=[CH:29][CH:30]=3)=[C:20]([C:14]3[CH:19]=[CH:18][CH:17]=[CH:16][CH:15]=3)[N:21]=2)[CH2:42][CH2:43][CH2:44][CH2:45][CH:40]1[CH2:39][C:35]1[CH:36]=[CH:37][CH:38]=[C:33]([O:32][CH3:31])[CH:34]=1 |f:0.1.2,5.6|. Procedure: A 1.5 M solution of lithium diisopropylamide mono(tetrahydrofuran) in cyclohexane (19.9 ml) was added dropwise to a stirred solution of 4,5-diphenyloxazole (6.0 g) in tetrahydrofuran (36 ml) and diethyl ether (18 ml) under dry ice--carbon tetrachloride cooling and the mixture was stirred at the same temperature for a while and at 0° C. for a while. A solution of 2-[(3-methoxyphenyl)methyl]cyclohexanone (5.92 g) in tetrahydrofuran (16 ml) was added to the reaction mixture under dry ice-acetone co... Reactants: C(C)OC(=O)C=1C(OC2=C(C=C(C=C2C1)Cl)I)C(F)(F)F (ethyl-6-chloro-8-iodo-2-(trifluoromethyl)-2H-chromene-3-carboxylate), C1(=CC=CC=C1)C#C (phenylacetylene). The reagents and catalysts are C=1C=CC(=CC1)[P](C=2C=CC=CC2)(C=3C=CC=CC3)[Pd]([P](C=4C=CC=CC4)(C=5C=CC=CC5)C=6C=CC=CC6)([P](C=7C=CC=CC7)(C=8C=CC=CC8)C=9C=CC=CC9)[P](C=1C=CC=CC1)(C=1C=CC=CC1)C=1C=CC=CC1 (tetrakis(triphenylphosphine)palladium(0)), [Cu]I (copper (I) iodide). Run at time 8 hour. The product is ClC=1C=C2C=C(C(OC2=C(C1)C#CC1=CC=CC=C1)C(F)(F)F)C(=O)OCC (Ethyl 6-Chloro-8-(phenylethynyl)-2-(trifluoromethyl)-2H-chromene-3-carboxylate). Isolated yield 87.6%. Reaction SMILES: [CH2:1]([O:3][C:4]([C:6]1[CH:7]([C:18]([F:21])([F:20])[F:19])[O:8][C:9]2[C:14]([CH:15]=1)=[CH:13][C:12]([Cl:16])=[CH:11][C:10]=2I)=[O:5])[CH3:2].[C:22]1([C:28]#[CH:29])[CH:27]=[CH:26][CH:25]=[CH:24][CH:23]=1>C1C=CC([P]([Pd]([P](C2C=CC=CC=2)(C2C=CC=CC=2)C2C=CC=CC=2)([P](C2C=CC=CC=2)(C2C=CC=CC=2)C2C=CC=CC=2)[P](C2C=CC=CC=2)(C2C=CC=CC=2)C2C=CC=CC=2)(C2C=CC=CC=2)C2C=CC=CC=2)=CC=1.[Cu]I>[Cl:16][C:12]1[CH:13]=[C:14]2[C:9](=[C:10]([C:29]#[C:28][C:22]3[CH:27]=[CH:26][CH:25]=[CH:24][CH:23]=3)[CH:11]=1)[O:8][CH:7]([C:18]([F:21])([F:20])[F:19])[C:6]([C:4]([O:3][CH2:1][CH3:2])=[O:5])=[CH:15]2 |^1:33,35,54,73|. Procedure: To 2.000 g (4.624 mmole) of ethyl-6-chloro-8-iodo-2-(trifluoromethyl)-2H-chromene-3-carboxylate was added 267 mg (0.231 mmole) tetrakis(triphenylphosphine)palladium(0), 88 mg (0.462 mmole) copper (I) iodide, 40 mL degassed toluene, 1.930 mL (13.87 mmole) degassed TEA, and 0.762 mL (6.94 mmole) phenylacetylene. The mixture was stirred overnight at room temperature. The mixture was concd and the resulting oil was purified using reverse phase chromatography to afford 1.648 g (88%) of a yellow cryst... Reactants: NCC=1C(=CC(=C(C1)C=1NC(N(N1)C1CCC(CC1)(C)C)=O)Cl)F (5-(5-(aminomethyl)-2-chloro-4-fluorophenyl)-2-(4,4-dimethylcyclohexyl)-2H-1,2,4-triazol-3(4H)-one), C(C(C)(C)C)(=O)Cl (pivaloyl chloride), TEA. Solvent: C1CCOC1 (THF). Yields the product ClC1=CC(=C(CNC(C(C)(C)C)=O)C=C1C1=NN(C(N1)=O)C1CCC(CC1)(C)C)F (N-(4-Chloro-2-fluoro-5-(4,5-dihydro-1-(4,4-dimethylcyclohexyl)-5-oxo-1H-1,2,4-triazol-3-yl)benzyl)pivalamide). As a reaction SMILES: [NH2:1][CH2:2][C:3]1[C:4]([F:24])=[CH:5][C:6]([Cl:23])=[C:7]([C:9]2[NH:10][C:11](=[O:22])[N:12]([CH:14]3[CH2:19][CH2:18][C:17]([CH3:21])([CH3:20])[CH2:16][CH2:15]3)[N:13]=2)[CH:8]=1.[C:25](Cl)(=[O:30])[C:26]([CH3:29])([CH3:28])[CH3:27]>C1COCC1>[Cl:23][C:6]1[C:7]([C:9]2[NH:10][C:11](=[O:22])[N:12]([CH:14]3[CH2:19][CH2:18][C:17]([CH3:20])([CH3:21])[CH2:16][CH2:15]3)[N:13]=2)=[CH:8][C:3]([CH2:2][NH:1][C:25](=[O:30])[C:26]([CH3:29])([CH3:28])[CH3:27])=[C:4]([F:24])[CH:5]=1. Procedure: The title compound was prepared according to the procedure described in Example-108 by using 5-(5-(aminomethyl)-2-chloro-4-fluorophenyl)-2-(4,4-dimethylcyclohexyl)-2H-1,2,4-triazol-3(4H)-one (Intermediate-77, 0.200 g), pivaloyl chloride (0.5 mL), TEA (2.0 mL), dry THF (5 mL) to afford 0.033 g of the desired product. 1H NMR (300 MHz, CDCl3): δ 1.36 (s, 6H), 1.37 (s, 9H), 1.62 (m, 2H), 1.79 (m, 1H), 1.82 (m, 2H), 1.89 (m, 2H), 3.46-3.94 (m, 1H), 4.28 (s, 2H), 7.47 (d, J=7.9 Hz, 1H), 7.59 (d, J=9.7... Procedure details: The compound was prepared as in Example 5 from 1-(4-(3-carbomethoxypropoxy)phenyl] propan-2-one (6.0 g) and 2-hydroxy-2-phenyl ethanamine (3.29 g) and crystallised from hexane m.p. 60°-76° as a 1:1 mixture of diastereoisomers. Reactants: C(=O)(OC)CCCOC1=CC=C(C=C1)CC(C)=O (1-(4-(3-carbomethoxypropoxy)phenyl] propan-2-one), OC(CN)C1=CC=CC=C1 (2-hydroxy-2-phenyl ethanamine). Yields the product C(=O)(OC)CCCOC1=CC=C(C=C1)CC(C)NCC(C1=CC=CC=C1)O (N-[2-(4-(3-Carbomethoxypropoxy)phenyl)-1-methylethyl]-2-hydroxy-2-phenylethanamine). As a reaction SMILES: [C:1]([CH2:5][CH2:6][CH2:7][O:8][C:9]1[CH:14]=[CH:13][C:12]([CH2:15][C:16](=O)[CH3:17])=[CH:11][CH:10]=1)([O:3][CH3:4])=[O:2].[OH:19][CH:20]([C:23]1[CH:28]=[CH:27][CH:26]=[CH:25][CH:24]=1)[CH2:21][NH2:22]>>[C:1]([CH2:5][CH2:6][CH2:7][O:8][C:9]1[CH:14]=[CH:13][C:12]([CH2:15][CH:16]([NH:22][CH2:21][CH:20]([OH:19])[C:23]2[CH:28]=[CH:27][CH:26]=[CH:25][CH:24]=2)[CH3:17])=[CH:11][CH:10]=1)([O:3][CH3:4])=[O:2]. Starting materials: CSC=1S\C(\C(N1)=O)=C/C=1C=C2C=CC=NC2=CC1 (2-methylsulfanyl-5-[1-quinolin-6-yl-meth-(Z)-ylidene]-thiazol-4-one), N1=CNC(=C1)CCN (2-(3H-imidazol-4-yl)-ethylamine), CCN(C(C)C)C(C)C (DIEA). The product is N1=CNC(=C1)CCNC=1S\C(\C(N1)=O)=C/C=1C=C2C=CC=NC2=CC1 (2-[2-(3H-imidazol-4-yl)-ethylamino]-5-[1-quinolin-6-yl-meth-(Z)-ylidene]-thiazol-4-one). Reaction SMILES: CS[C:3]1[S:4]/[C:5](=[CH:9]\[C:10]2[CH:11]=[C:12]3[C:17](=[CH:18][CH:19]=2)[N:16]=[CH:15][CH:14]=[CH:13]3)/[C:6](=[O:8])[N:7]=1.[N:20]1[CH:24]=[C:23]([CH2:25][CH2:26][NH2:27])[NH:22][CH:21]=1.CCN(C(C)C)C(C)C>>[N:20]1[CH:24]=[C:23]([CH2:25][CH2:26][NH:27][C:3]2[S:4]/[C:5](=[CH:9]\[C:10]3[CH:11]=[C:12]4[C:17](=[CH:18][CH:19]=3)[N:16]=[CH:15][CH:14]=[CH:13]4)/[C:6](=[O:8])[N:7]=2)[NH:22][CH:21]=1. Reported procedure: Similar procedure as described in example 1b was used, starting from 2-methylsulfanyl-5-[1-quinolin-6-yl-meth-(Z)-ylidene]-thiazol-4-one, 2-(3H-imidazol-4-yl)-ethylamine and DIEA to give 2-[2-(3H-imidazol-4-yl)-ethylamino]-5-[1-quinolin-6-yl-meth-(Z)-ylidene]-thiazol-4-one. LC-MS m/e 350 (MH+).